This data is from the Open Reaction Database (ORD), a public repository of structured organic reaction records. The task is: describe an organic reaction: reactants, conditions, products, and yield Reactants: FC=1C=C(C=C2CCN(C(C12)=O)C(=O)OC(C)(C)C)B1OC(C(O1)(C)C)(C)C (tert-butyl 8-fluoro-1-oxo-6-(4,4,5,5-tetramethyl-1,3,2-dioxaborolan-2-yl)-3,4-dihydroisoquinoline-2(1H)-carboxylate), B(=O)O[O-].[Na+] (sodium perborate). Run in C1CCOC1 (THF), O (H2O). Conditions: time 8 hour. Yields the product FC=1C=C(C=C2CCN(C(C12)=O)C(=O)OC(C)(C)C)O (tert-butyl 8-fluoro-6-hydroxy-1-oxo-3,4-dihydroisoquinoline-2(1H)-carboxylate). Isolated yield 82.6%. Reaction SMILES: [F:1][C:2]1[CH:3]=[C:4](B2OC(C)(C)C(C)(C)O2)[CH:5]=[C:6]2[C:11]=1[C:10](=[O:12])[N:9]([C:13]([O:15][C:16]([CH3:19])([CH3:18])[CH3:17])=[O:14])[CH2:8][CH2:7]2.B(O[O-])=[O:30].[Na+]>C1COCC1.O>[F:1][C:2]1[CH:3]=[C:4]([OH:30])[CH:5]=[C:6]2[C:11]=1[C:10](=[O:12])[N:9]([C:13]([O:15][C:16]([CH3:19])([CH3:18])[CH3:17])=[O:14])[CH2:8][CH2:7]2 |f:1.2|. Procedure: To a solution of 144g (16.0 g, 40.9 mmol) in THF (200 mL) and H2O (200 mL) was added sodium perborate (26.4 g, 171.8 mmol) in one portion at RT under N2. See FIG. 3. The mixture was stirred at room temperature for 8 h. The mixture was filtered and the filtration was extracted with EtOAc (400 mL×5). The combined organic phase was washed with saturated brine (200 mL×2), dried with anhydrous sodium sulfate, filtered and concentrated under reduced pressure. The residue was purified by silica gel chr... Reactants: F[C@@H]1[C@@H]2[C@H]3CCC(C=C3C=C[C@H]2[C@@H]2CCC([C@@]2(C)C1)=O)=O (11β-fluoro-estra-4,6-diene-3,17-dione), solution, BrCCCCCCl (1-bromo-5-chloropentane), [Mg] (magnesium), II (iodine), BrCBr (dibromomethane), [Br-].[Li+] (lithium bromide). Reagents/catalysts: [Cu]I (copper(I) iodide). Solvent: C1CCOC1 (THF), CN1C(N(CCC1)C)=O (1,3-dimethyl-3,4,5,6-tetrahydro-(1H)-pyrimidin-2-one), C[Si](Cl)(C)C (trimethylchlorosilane), C(C)(=O)O (acetic acid), C1CCOC1 (THF), C1CCOC1 (THF), CN1C(N(CCC1)C)=O (1,3-dimethyl-3,4,5,6-tetrahydro-(1H)-pyrimidin-2-one), C1CCOC1 (THF). Run at temperature 40 celsius, time 15 minute. Product: ClCCCCC[C@H]1[C@H]2[C@@H]3CCC([C@@]3(C)C[C@@H]([C@@H]2[C@H]2CCC(C=C2C1)=O)F)=O (7α-(5-chloropentyl)-11β-fluoro-estr-4-ene-3,17-dione). As a reaction SMILES: Br[CH2:2][CH2:3][CH2:4][CH2:5][CH2:6][Cl:7].[Mg].II.BrCBr.[Br-].[Li+].[F:16][C@H:17]1[CH2:34][C@@:32]2([CH3:33])[C@@H:28]([CH2:29][CH2:30][C:31]2=[O:35])[C@H:27]2[C@H:18]1[C@@H:19]1[C:24]([CH:25]=[CH:26]2)=[CH:23][C:22](=[O:36])[CH2:21][CH2:20]1>C1COCC1.CN1CCCN(C)C1=O.C[Si](C)(C)Cl.[Cu]I.C(O)(=O)C>[Cl:7][CH2:6][CH2:5][CH2:4][CH2:3][CH2:2][C@@H:26]1[CH2:25][C:24]2[C@H:19]([CH2:20][CH2:21][C:22](=[O:36])[CH:23]=2)[C@@H:18]2[C@@H:27]1[C@H:28]1[C@@:32]([CH2:34][C@@H:17]2[F:16])([CH3:33])[C:31](=[O:35])[CH2:30][CH2:29]1 |f:4.5|. Reported procedure: First, 20% of a solution of 39 ml of 1-bromo-5-chloropentane in 300 ml of THF is added to a suspension of 7.2 g of magnesium chips in 100 ml of THF under nitrogen. After the reaction starts, which can be achieved by adding iodine and dibromomethane, the remaining solution is added in drops in such a way that the internal temperature does not exceed 35° C. In a second flask, 51.2 g of lithium bromide is added to a suspension of 28.1 g of copper(I) iodide in 130 ml of THF at 0° C., whereby the int... Starting materials: FC=1C=C(CN)C=C(C1)C(F)(F)F (3-fluoro-5-(trifluoromethyl)benzylamine), C1=NC=CC2=C(C=CC=C12)C(C(=O)O)C (2-(5-isoquinolinyl)propanoic acid), C1=NC=CC2=C(C=CC=C12)CC(=O)O (5-isoquinolinylacetic acid). The product is FC=1C=C(CNC(C(C)C2=C3C=CN=CC3=CC=C2)=O)C=C(C1)C(F)(F)F (N-[3-fluoro-5-(trifluoromethyl)benzyl]-2-(5-isoquinolinyl)propanamide). Reaction SMILES: [F:1][C:2]1[CH:3]=[C:4]([CH:7]=[C:8]([C:10]([F:13])([F:12])[F:11])[CH:9]=1)[CH2:5][NH2:6].[CH:14]1[C:23]2[C:18](=[C:19]([CH:24]([CH3:28])[C:25](O)=[O:26])[CH:20]=[CH:21][CH:22]=2)[CH:17]=[CH:16][N:15]=1.C1C2C(=C(CC(O)=O)C=CC=2)C=CN=1>>[F:1][C:2]1[CH:3]=[C:4]([CH:7]=[C:8]([C:10]([F:11])([F:12])[F:13])[CH:9]=1)[CH2:5][NH:6][C:25](=[O:26])[CH:24]([C:19]1[CH:20]=[CH:21][CH:22]=[C:23]2[C:18]=1[CH:17]=[CH:16][N:15]=[CH:14]2)[CH3:28]. Procedure details: The title compound was prepared using the procedure described in Example 222B using 3-fluoro-5-(trifluoromethyl)benzylamine and 2-(5-isoquinolinyl)propanoic acid instead of 4-(trifluoromethoxy)benzylamine and 5-isoquinolinylacetic acid. MS (ESI+) m/z 377 (M+H)+; MS (ESI−) m/z 375 (M−H)−; 1H NMR (DMSO, 300 MHz) δ 1.55 (d, J 7.1, 3H), 4.36 (m, 2H), 4.53 (q, J 7.1, 1H), 7.29 (m, 2H), 7.49 (d, J 8.7, 1H), 7.80 (t, J 7.8, 1H), 7.93 (d, J 6.5, 1H), 8.21 (d, J 8.1, 1H), 8.31 (d, J 6.4, 1H), 8.60 (d, J ... Reactants: C(C1=CC=CC=C1)(=O)OC=C1C(C2=CC(=CC=C2CC1)CCCCCCCCCC)=O (2-benzoyloxymethylene-7-n-decyl-1-tetralone), C1=CCCCC1 (cyclohexene). Reagents/catalysts: [Pd] (Pd/C). Reaction conditions: time 3 hour. Yields the product C(CCCCCCCCC)C1=CC=C2C=CC(=C(C2=C1)O)C (7-n-Decyl-2-methyl-1-naphthol). Yield: 90.0%. Reaction SMILES: C(O[CH:10]=[C:11]1[CH2:20][CH2:19][C:18]2[C:13](=[CH:14][C:15]([CH2:21][CH2:22][CH2:23][CH2:24][CH2:25][CH2:26][CH2:27][CH2:28][CH2:29][CH3:30])=[CH:16][CH:17]=2)[C:12]1=[O:31])(=O)C1C=CC=CC=1.C1CCCCC=1>[Pd]>[CH2:21]([C:15]1[CH:14]=[C:13]2[C:18]([CH:19]=[CH:20][C:11]([CH3:10])=[C:12]2[OH:31])=[CH:17][CH:16]=1)[CH2:22][CH2:23][CH2:24][CH2:25][CH2:26][CH2:27][CH2:28][CH2:29][CH3:30]. Procedure: To a mixture of 2-benzoyloxymethylene-7-n-decyl-1-tetralone (14 g, 33.5 mmoles) and Pd/C (3.5 g) under inert atmosphere was added cyclohexene (175 mL). The mixture was heated to reflux while maintaining the inert atmosphere. The conversion of starting material to product was determined by TLC after 3 hours. After all the starting material reacted, the mixture was cooled down to RT. The catalyst was removed by filtration and washed twice with 50 mL hot toluene. The combined filtrate was evaporate... The reactants are C(CCCC=C)NC[C@H]([C@H](CC1=CC=CC=C1)NC(OC(C)(C)C)=O)O (tert-Butyl (2S,3R)-4-(hex-5-enylamino)-3-hydroxy-1-phenylbutan-2-ylcarbamate), C(CCCC=C)OC1=C(C=CC(=C1)OC)S(=O)(=O)Cl (2-(Hex-5-enyloxy)-4-methoxybenzene-1-sulfonyl chloride), N1=CC=CC=C1 (pyridine). Conditions: temperature 23 celsius, time 2 hour. Yields the product C(C)(C)(C)OC(N[C@@H](CC1=CC=CC=C1)[C@@H](CN(S(=O)(=O)C1=C(C=C(C=C1)OCC)OCCCCC=C)CCCCC=C)O)=O (tert-Butyl-(2S,3R)-4-(N-(hex-5-enyl)-2-(hex-5-enyloxy)-4-ethoxyphenylsulfonamido)-3-hydroxy-1-phenylbutan-2-ylcarbamate). Isolated yield 84.0%. Reaction SMILES: [CH2:1]([NH:7][CH2:8][C@@H:9]([OH:26])[C@@H:10]([NH:18][C:19](=[O:25])[O:20][C:21]([CH3:24])([CH3:23])[CH3:22])[CH2:11][C:12]1[CH:17]=[CH:16][CH:15]=[CH:14][CH:13]=1)[CH2:2][CH2:3][CH2:4][CH:5]=[CH2:6].[CH2:27]([O:33][C:34]1[CH:39]=[C:38]([O:40][CH3:41])[CH:37]=[CH:36][C:35]=1[S:42](Cl)(=[O:44])=[O:43])[CH2:28][CH2:29][CH2:30][CH:31]=[CH2:32].N1C=CC=C[CH:47]=1>>[C:21]([O:20][C:19](=[O:25])[NH:18][C@H:10]([C@H:9]([OH:26])[CH2:8][N:7]([CH2:1][CH2:2][CH2:3][CH2:4][CH:5]=[CH2:6])[S:42]([C:35]1[CH:36]=[CH:37][C:38]([O:40][CH2:41][CH3:47])=[CH:39][C:34]=1[O:33][CH2:27][CH2:28][CH2:29][CH2:30][CH:31]=[CH2:32])(=[O:44])=[O:43])[CH2:11][C:12]1[CH:13]=[CH:14][CH:15]=[CH:16][CH:17]=1)([CH3:22])([CH3:24])[CH3:23]. Reported procedure: To a stirring solution of 10a (50 mg, 0.14 mmol) in pyridine (2 mL) was added 7a (64 mg, 0.20 mmol) and the resulting solution was allowed to stir for 2 h at 23° C. The reaction mixture was concentrated under reduced pressure and the resulting residue was purified by flash column chromatography (3:1 hexanes:EtOAc) to yield 74 mg (84% yield) of 11a as a colorless oil. [α]D20 −1.4 (c 1.00, CHCl3); 1H NMR (400 MHz, CDCl3): δ 1.25-1.34 (m, 12H), 1.47-1.50 (m, 2H), 1.57-1.60 (m, 2H), 1.82-1.90 (m, 2H... Reactants: CC(C)O, CN1C(=O)C(F)(F)CN(C2CCCC2)c2nc(Cl)ncc21, ClCCl, COc1cc(C(=O)NC2CCN(CCCS(C)(=O)=O)CC2)ccc1N, [Na+], [Na+], O=C([O-])[O-], O, Cc1ccc(S(=O)(=O)O)cc1. The product is COc1cc(C(=O)NC2CCN(CCCS(C)(=O)=O)CC2)ccc1Nc1ncc2c(n1)N(C1CCCC1)CC(F)(F)C(=O)N2C. RXN SMILES: [CH:65]([OH:66])([CH3:67])[CH3:68].[Cl:1][c:2]1[n:3][cH:4][c:5]2[c:6]([n:21]1)[N:7]([CH:16]1[CH2:17][CH2:18][CH2:19][CH2:20]1)[CH2:8][C:9]([F:14])([F:15])[C:10](=[O:13])[N:11]2[CH3:12].[Cl:69][CH2:70][Cl:71].[NH2:22][c:23]1[c:24]([O:45][CH3:46])[cH:25][c:26]([C:27](=[O:28])[NH:29][CH:30]2[CH2:31][CH2:32][N:33]([CH2:36][CH2:37][CH2:38][S:39](=[O:40])(=[O:41])[CH3:42])[CH2:34][CH2:35]2)[cH:43][cH:44]1.[Na+:59].[Na+:60].[O-:61][C:62](=[O:63])[O-:64].[OH2:47].[c:48]1([CH3:49])[cH:50][cH:51][c:52]([S:53]([OH:54])(=[O:55])=[O:56])[cH:57][cH:58]1>>[c:2]1([NH:22][c:23]2[c:24]([O:45][CH3:46])[cH:25][c:26]([C:27](=[O:28])[NH:29][CH:30]3[CH2:31][CH2:32][N:33]([CH2:36][CH2:37][CH2:38][S:39](=[O:40])(=[O:41])[CH3:42])[CH2:34][CH2:35]3)[cH:43][cH:44]2)[n:3][cH:4][c:5]2[c:6]([n:21]1)[N:7]([CH:16]1[CH2:17][CH2:18][CH2:19][CH2:20]1)[CH2:8][C:9]([F:14])([F:15])[C:10](=[O:13])[N:11]2[CH3:12].